From a dataset of the Open Reaction Database (ORD), a public repository of structured organic reaction records. describe an organic reaction: reactants, conditions, products, and yield Reactants: CC1(C)OB(c2cnc3[nH]ccc3c2)OC1(C)C, CSc1nccc(-c2cn(C3CCCCO3)nc2I)n1, [Na+], [Na+], O=C([O-])[O-], CN(C)C=O. The product is CSc1nccc(-c2cn(C3CCCCO3)nc2-c2cnc3[nH]ccc3c2)n1. As a reaction SMILES: [CH3:21][C:22]1([CH3:23])[C:24]([CH3:25])([CH3:26])[O:27][B:28]([c:29]2[cH:30][c:31]3[c:32]([n:33][cH:34]2)[nH:35][cH:36][cH:37]3)[O:38]1.[I:1][c:2]1[n:3][n:4]([CH:15]2[O:16][CH2:17][CH2:18][CH2:19][CH2:20]2)[cH:5][c:6]1-[c:7]1[n:8][c:9]([S:13][CH3:14])[n:10][cH:11][cH:12]1.[Na+:39].[Na+:40].[O-:41][C:42](=[O:43])[O-:44].[O:45]=[CH:46][N:47]([CH3:48])[CH3:49]>>[c:2]1(-[c:29]2[cH:30][c:31]3[c:32]([n:33][cH:34]2)[nH:35][cH:36][cH:37]3)[n:3][n:4]([CH:15]2[O:16][CH2:17][CH2:18][CH2:19][CH2:20]2)[cH:5][c:6]1-[c:7]1[n:8][c:9]([S:13][CH3:14])[n:10][cH:11][cH:12]1.